Dataset: the Open Reaction Database (ORD), a public repository of structured organic reaction records. Task: describe an organic reaction: reactants, conditions, products, and yield Starting materials: CCCCOCCOc1ccc(-c2ccc3c(c2)C=C(C(=O)Nc2ccc(SCc4nccn4CCCC(=O)N(C)C)cc2)CCN3CC(C)C)cc1, ClCCl, [Na+], [Na+], O=C(OO)c1cccc(Cl)c1, O=S([O-])([O-])=S. Yields the product CCCCOCCOc1ccc(-c2ccc3c(c2)C=C(C(=O)Nc2ccc(S(=O)Cc4nccn4CCCC(=O)N(C)C)cc2)CCN3CC(C)C)cc1. As a reaction SMILES: [CH2:1]([CH2:2][CH2:3][CH3:4])[O:5][CH2:6][CH2:7][O:8][c:9]1[cH:10][cH:11][c:12](-[c:15]2[cH:16][cH:17][c:18]3[c:19]([cH:53]2)[CH:20]=[C:21]([C:29](=[O:30])[NH:31][c:32]2[cH:33][cH:34][c:35]([S:38][CH2:39][c:40]4[n:41]([CH2:45][CH2:46][CH2:47][C:48](=[O:49])[N:50]([CH3:51])[CH3:52])[cH:42][cH:43][n:44]4)[cH:36][cH:37]2)[CH2:22][CH2:23][N:24]3[CH2:25][CH:26]([CH3:27])[CH3:28])[cH:13][cH:14]1.[Cl:72][CH2:73][Cl:74].[Na+:70].[Na+:71].[OH:54][O:55][C:56]([c:57]1[cH:58][c:59]([Cl:60])[cH:61][cH:62][cH:63]1)=[O:64].[S:65]([O-:66])([O-:67])(=[O:68])=[S:69]>>[CH2:1]([CH2:2][CH2:3][CH3:4])[O:5][CH2:6][CH2:7][O:8][c:9]1[cH:10][cH:11][c:12](-[c:15]2[cH:16][cH:17][c:18]3[c:19]([cH:53]2)[CH:20]=[C:21]([C:29](=[O:30])[NH:31][c:32]2[cH:33][cH:34][c:35]([S:38]([CH2:39][c:40]4[n:41]([CH2:45][CH2:46][CH2:47][C:48](=[O:49])[N:50]([CH3:51])[CH3:52])[cH:42][cH:43][n:44]4)=[O:54])[cH:36][cH:37]2)[CH2:22][CH2:23][N:24]3[CH2:25][CH:26]([CH3:27])[CH3:28])[cH:13][cH:14]1. Reactants: CN(C1=CC=CC=C1)C(C[N+](=O)[O-])=O (N-methyl 2-nitro acetanilide), [H][H] (hydrogen). The reagents and catalysts are [Pd] (palladium on activated carbon). Run in alcohol. Reaction conditions: time 5 hour. Yields the product CN(C1=CC=CC=C1)C(CN)=O (N-methyl 2-amino acetanilide). As a reaction SMILES: [CH3:1][N:2]([C:9](=[O:14])[CH2:10][N+:11]([O-])=O)[C:3]1[CH:8]=[CH:7][CH:6]=[CH:5][CH:4]=1.[H][H]>[Pd]>[CH3:1][N:2]([C:9](=[O:14])[CH2:10][NH2:11])[C:3]1[CH:8]=[CH:7][CH:6]=[CH:5][CH:4]=1. Procedure: To a solution of 5.0 g (0.026 moles) N-methyl 2-nitro acetanilide in 250 mL absolute alcohol is added 0.5 g of 10% palladium on activated carbon. The nitro functional group is reduced to amino functionality under catalytic reduction with hydrogen gas in a pressure bottle at 60 PSI using Parr hydrogenation apparatus. The reduction is carried out for five hours by which time the reaction is complete as indicated by no further consumption of H2 gas. The reaction mixture is filtered and the solvent ... The reactants are Cc1cc2c(cc1C)-n1c(n[nH]c1=O)-c1cccnc1N2C(=O)CN(C)C, CN(C)CCCCl, CN(C)C=O, [H-], [Na+], Cc1ccccc1C. Yields the product Cc1cc2c(cc1C)-n1c(nn(CCCN(C)C)c1=O)-c1cccnc1N2C(=O)CN(C)C. As a reaction SMILES: [CH3:1][c:2]1[cH:3][c:4]2[c:5]([cH:25][c:26]1[CH3:27])[N:6]([C:19]([CH2:20][N:21]([CH3:22])[CH3:23])=[O:24])[c:7]1[c:8]([cH:15][cH:16][cH:17][n:18]1)-[c:9]1[n:10]-2[c:11](=[O:14])[nH:12][n:13]1.[CH3:30][N:31]([CH2:32][CH2:33][CH2:34][Cl:35])[CH3:36].[CH3:37][N:38]([CH3:39])[CH:40]=[O:41].[H-:28].[Na+:29].[c:42]1([CH3:43])[c:44]([CH3:45])[cH:46][cH:47][cH:48][cH:49]1>>[CH3:1][c:2]1[cH:3][c:4]2[c:5]([cH:25][c:26]1[CH3:27])[N:6]([C:19]([CH2:20][N:21]([CH3:22])[CH3:23])=[O:24])[c:7]1[c:8]([cH:15][cH:16][cH:17][n:18]1)-[c:9]1[n:10]-2[c:11](=[O:14])[n:12]([CH2:34][CH2:33][CH2:32][N:31]([CH3:30])[CH3:36])[n:13]1. RXN SMILES: [F:1][C:2]1[CH:3]=[C:4]([CH:13]=[C:14]([F:16])[CH:15]=1)[O:5][C:6]1[CH:11]=[CH:10][C:9]([OH:12])=[CH:8][CH:7]=1.[O-]CC.[Na+].[Na].Cl[CH2:23][CH:24]([OH:26])[CH3:25]>C(O)C>[CH3:23][CH:24]([OH:26])[CH2:25][O:12][C:9]1[CH:8]=[CH:7][C:6]([O:5][C:4]2[CH:3]=[C:2]([F:1])[CH:15]=[C:14]([F:16])[CH:13]=2)=[CH:11][CH:10]=1 |f:1.2,^1:20|. Starting materials: FC=1C=C(OC2=CC=C(C=C2)O)C=C(C1)F (4-(3,5-Difluorophenoxy)phenol), [O-]CC.[Na+] (sodium ethoxide), resultant solution, ClCC(C)O (1-chloro-2-propanol), [Na] (sodium), resultant mixture. Reported procedure: 4-(3,5-Difluorophenoxy)phenol (3.0 g, 13.5 mmol) was added to an ethanolic solution of sodium ethoxide prepared from ethanol (15 ml) and sodium (313 mg, 13.6 mmol). To the resultant solution, 1-chloro-2-propanol (1.60 g, 16.9 mmol) was dropwise added with stirring under reflux. After completion of the addition, the resultant mixture was stirred under reflux for 5 hours. After allowed to cool, ethanol was removed, and the residual oil was dissolved in toluene. The toluene layer was washed with wa... Yield: 59.2%. Yields the product CC(COC1=CC=C(C=C1)OC1=CC(=CC(=C1)F)F)O (1-methyl-2-[4-(3,5-difluorophenoxy)phenoxy]ethanol). Run in C(C)O (ethanol).